Dataset: the Open Reaction Database (ORD), a public repository of structured organic reaction records. Task: describe an organic reaction: reactants, conditions, products, and yield Reactants: N1=CC(=CC=C1)C(CC1=CSC=C1)=O (1-(pyridin-3-yl)-2-(thiophen-3-yl)ethanone), N1=CC(=CC=C1)C(CC1=CSC=C1)=O (1-(pyridin-3-yl)-2-(thiophen-3-yl)ethanone), C(C)OC=1C=C(C=O)C=C(C1O)[N+](=O)[O-] (3-ethoxy-4-hydroxy-5-nitrobenzaldehyde), NC(=O)N (urea), Cl (HCl). Solvent: CCO (EtOH). Product: C(C)OC=1C=C(C=C(C1O)[N+](=O)[O-])C1NC(NC(=C1C1=CSC=C1)C=1C=NC=CC1)=O (4-(3-ethoxy-4-hydroxy-5-nitrophenyl)-6-(pyridin-3-yl)-5-(thiophen-3-yl)-3,4-dihydropyrimidin-2(1H)-one). The yield is 32.9%. Reaction SMILES: [N:1]1[CH:6]=[CH:5][CH:4]=[C:3]([C:7](=O)[CH2:8][C:9]2[CH:13]=[CH:12][S:11][CH:10]=2)[CH:2]=1.[CH2:15]([O:17][C:18]1[CH:19]=[C:20]([CH:23]=[C:24]([N+:27]([O-:29])=[O:28])[C:25]=1[OH:26])[CH:21]=O)[CH3:16].[NH2:30][C:31]([NH2:33])=[O:32].Cl>CCO>[CH2:15]([O:17][C:18]1[CH:19]=[C:20]([CH:21]2[C:8]([C:9]3[CH:13]=[CH:12][S:11][CH:10]=3)=[C:7]([C:3]3[CH:2]=[N:1][CH:6]=[CH:5][CH:4]=3)[NH:33][C:31](=[O:32])[NH:30]2)[CH:23]=[C:24]([N+:27]([O-:29])=[O:28])[C:25]=1[OH:26])[CH3:16]. Reported procedure: A mixture of 1-(pyridin-3-yl)-2-(thiophen-3-yl)ethanone (Intermediate 56) (100 mg, 0.492 mmol), 3-ethoxy-4-hydroxy-5-nitrobenzaldehyde (94 mg, 0.45 mmol), urea (81 mg, 1.34 mmol), concentrated HCl (0.04 mL, 0.45 mmol) in EtOH (5 mL) was refluxed overnight. Then the mixture was evaporated in vacuo and the residue was purified by preparative HPLC to give Compound 116 (65 mg, yield 33%). 1H NMR (DMSO-d6 400 MHz): δ 10.30 (s, 1H), 8.92 (s, 1H), 8.56-8.54 (m, 1H), 8.46-8.44 (m, 1H), 7.77 (d, J=8.0 Hz... The reactants are C(C)(=O)O (Acetic acid), NC1=CC(N(C(N1C1=CC=CC=C1)=O)C)=O (6-amino-3-methyl-1-phenyluracil), [OH-].[Na+] (NaOH), N(=O)[O-].[Na+] (sodium nitrite). The solvent is O (water). Run at time 2 hour. Yields the product NC1=C(C(N(C(N1C1=CC=CC=C1)=O)C)=O)N=O (6-amino-3-methyl-5-nitroso-1-phenyluracil). Yield: 99.3%. RXN SMILES: [NH2:1][C:2]1[N:7]([C:8]2[CH:13]=[CH:12][CH:11]=[CH:10][CH:9]=2)[C:6](=[O:14])[N:5]([CH3:15])[C:4](=[O:16])[CH:3]=1.[OH-].[Na+].[N:19]([O-])=[O:20].[Na+].C(O)(=O)C>O>[NH2:1][C:2]1[N:7]([C:8]2[CH:13]=[CH:12][CH:11]=[CH:10][CH:9]=2)[C:6](=[O:14])[N:5]([CH3:15])[C:4](=[O:16])[C:3]=1[N:19]=[O:20] |f:1.2,3.4|. Procedure: The obtained 6-amino-3-methyl-1-phenyluracil (24 g, 0.11M) and NaOH (2.8 g, 70 mM) were dissolved in 110 ml of water. To the resulting solution was added dropwise an aqueous solution of sodium nitrite (9.5 g/80 ml). Acetic acid (13 ml) was then added dropwise at 0° C. and the mixture was brought to room temperature, followed by stirring for 2 hours. A precipitated solid product was obtained by filtration. The solid product was washed successively with water and methanol and dried to yield 6-amin... Procedure details: Prepared according to the general procedure # I, with the following quantities: 4-Ethyl-2-methyl-2-cyclohexen-1-one (27.6 g, 0.20 mol), Butadiene (21.6 g, 0.040 mol), Ethyl aluminium dichloride (1 molar solution in hexane, 100 ml, 0.10 mol), Dichloromethane (300 ml) The solvent is ClCCl (Dichloromethane). Yields the product C(C)C1CCC(C2(CC=CCC12)C)=O (4-Ethyl-8a-methyl-3,4,4a,5,8,8a-hexahydro-1(2H)-naphthalenone). Reaction SMILES: [CH2:1]([CH:3]1[CH2:8][CH2:7][C:6](=[O:9])[C:5]([CH3:10])=[CH:4]1)[CH3:2].[CH2:11]=[CH:12][CH:13]=C.[Cl-].[Cl-].[CH2:17]([Al+2])C>ClCCl>[CH2:1]([CH:3]1[CH:4]2[C:5]([CH3:17])([CH2:10][CH:11]=[CH:12][CH2:13]2)[C:6](=[O:9])[CH2:7][CH2:8]1)[CH3:2] |f:2.3.4|. The reactants are C(C)C1C=C(C(CC1)=O)C (4-Ethyl-2-methyl-2-cyclohexen-1-one), C=CC=C (Butadiene), [Cl-].[Cl-].C(C)[Al+2] (Ethyl aluminium dichloride). Starting materials: [Ba+2], COCCOC, O=C(Nc1ccc(Oc2ccc3nc(NC(=O)C4CC4)cn3c2)cc1F)OCc1ccccc1, Cl, [OH-], [OH-]. The product is Nc1ccc(Oc2ccc3nc(NC(=O)C4CC4)cn3c2)cc1F. As a reaction SMILES: [Ba+2:36].[CH3:39][O:40][CH2:41][CH2:42][O:43][CH3:44].[CH:1]1([C:4](=[O:5])[NH:6][c:7]2[n:8][c:9]3[n:10]([cH:11][c:12]([O:15][c:16]4[cH:17][c:18]([F:33])[c:19]([NH:22][C:23](=[O:24])[O:25][CH2:26][c:27]5[cH:28][cH:29][cH:30][cH:31][cH:32]5)[cH:20][cH:21]4)[cH:13][cH:14]3)[cH:34]2)[CH2:2][CH2:3]1.[ClH:38].[OH-:35].[OH-:37]>>[CH:1]1([C:4](=[O:5])[NH:6][c:7]2[n:8][c:9]3[n:10]([cH:11][c:12]([O:15][c:16]4[cH:17][c:18]([F:33])[c:19]([NH2:22])[cH:20][cH:21]4)[cH:13][cH:14]3)[cH:34]2)[CH2:2][CH2:3]1. The reactants are CCCCCCCCOC(C)=O, CC(=O)O, CN(C)c1ccc(C=O)cc1, [H-], [H][H], [Na+], O. Product: CCCCCCCCOC(=O)C=Cc1ccc(N(C)C)cc1. As a reaction SMILES: [C:20]([CH3:21])(=[O:22])[O:23][CH2:24][CH2:25][CH2:26][CH2:27][CH2:28][CH2:29][CH2:30][CH3:31].[CH3:16][C:17](=[O:18])[OH:19].[CH3:3][N:4]([c:5]1[cH:6][cH:7][c:8]([CH:9]=[O:10])[cH:11][cH:12]1)[CH3:13].[H-:1].[H:14][H:15].[Na+:2].[OH2:32]>>[CH3:3][N:4]([c:5]1[cH:6][cH:7][c:8]([CH:9]=[CH:21][C:20](=[O:22])[O:23][CH2:24][CH2:25][CH2:26][CH2:27][CH2:28][CH2:29][CH2:30][CH3:31])[cH:11][cH:12]1)[CH3:13].